The task is: describe an organic reaction: reactants, conditions, products, and yield. This data is from the Open Reaction Database (ORD), a public repository of structured organic reaction records. Starting materials: CCOC(C)=O, C1CCCCC1, CCC(C)=O, COc1cc2c(-c3cc4cccnc4n3S(=O)(=O)c3ccc(C)cc3)cn(C)c2cc1OCCCCl, ClCCl, [I-], [Na+]. Yields the product COc1cc2c(-c3cc4cccnc4n3S(=O)(=O)c3ccc(C)cc3)cn(C)c2cc1OCCCI. As a reaction SMILES: [C:39]([O:40][CH2:41][CH3:42])(=[O:43])[CH3:44].[CH2:45]1[CH2:46][CH2:47][CH2:48][CH2:49][CH2:50]1.[CH2:51]([C:52]([CH3:53])=[O:54])[CH3:55].[Cl:1][CH2:2][CH2:3][CH2:4][O:5][c:6]1[c:7]([O:35][CH3:36])[cH:8][c:9]2[c:10](-[c:16]3[cH:17][c:18]4[c:19]([n:20][cH:21][cH:22][cH:23]4)[n:24]3[S:25](=[O:26])(=[O:27])[c:28]3[cH:29][cH:30][c:31]([CH3:34])[cH:32][cH:33]3)[cH:11][n:12]([CH3:15])[c:13]2[cH:14]1.[Cl:56][CH2:57][Cl:58].[I-:38].[Na+:37]>>[CH2:2]([CH2:3][CH2:4][O:5][c:6]1[c:7]([O:35][CH3:36])[cH:8][c:9]2[c:10](-[c:16]3[cH:17][c:18]4[c:19]([n:20][cH:21][cH:22][cH:23]4)[n:24]3[S:25](=[O:26])(=[O:27])[c:28]3[cH:29][cH:30][c:31]([CH3:34])[cH:32][cH:33]3)[cH:11][n:12]([CH3:15])[c:13]2[cH:14]1)[I:38]. The reactants are ClC=1C=C(C=CC(=O)O)C=CC1 (m-chlorocinnamic acid), S(=O)(Cl)Cl (thionyl chloride). Run in C1=CC=CC=C1 (benzene). Yields the product [Cl-].ClC=1C=C(C=CC(=O)[O-])C=CC1 (m-chlorocinnamate chloride). As a reaction SMILES: [Cl:1][C:2]1[CH:3]=[C:4]([CH:10]=[CH:11][CH:12]=1)[CH:5]=[CH:6][C:7]([OH:9])=[O:8].S(Cl)(Cl)=O>C1C=CC=CC=1>[Cl-:1].[Cl:1][C:2]1[CH:3]=[C:4]([CH:10]=[CH:11][CH:12]=1)[CH:5]=[CH:6][C:7]([O-:9])=[O:8] |f:3.4|. Procedure: 100 ml of benzene was added to 18.3 grams of m-chlorocinnamic acid. 12 ml of thionyl chloride was added dropwise slowly thereto at ambient temperature. The temperature was elevated to 80° C. and the heating was continued until foaming ceased. Benzene and thionyl chloride were distilled off and the residue was dried thoroughly under reduced pressure. The reactants are ClC1=NC=CC(=N1)Cl (2,4-dichloropyrimidine), N1C=NC=C1 (imidazole). Run in O1CCCC1 (tetrahydrofuran). Yields the product ClC1=NC(=NC=C1)N1C=NC=C1 (4-chloro-2-(1-imidazolyl)pyrimidine). The yield is 22.2%. Reaction SMILES: Cl[C:2]1[N:7]=[C:6]([Cl:8])[CH:5]=[CH:4][N:3]=1.[NH:9]1[CH:13]=[CH:12][N:11]=[CH:10]1>O1CCCC1>[Cl:8][C:6]1[CH:5]=[CH:4][N:3]=[C:2]([N:9]2[CH:13]=[CH:12][N:11]=[CH:10]2)[N:7]=1. Procedure: In anhydrous tetrahydrofuran, 1500 mg of 2,4-dichloropyrimidine was substituted with 680 mg of imidazole. The reaction mixture was treated according to the procedure of Example 5 to yield 401 mg of 4-chloro-2-(1-imidazolyl)pyrimidine recrystallized from a mixture of n-hexane and ethyl acetate, having a melting point of 138°-139° C. Starting materials: chloro(2-dicyclohexylphosphino-2′,6′-di-1-propoxy-1,1′-biphenyl)[2-(2-aminoethylphenyl)]palladium(II), 1-L, BrC1=CC=C(C=C1)C(C(F)(F)F)(C(F)(F)F)O (2-(4-bromophenyl)-1,1,1,3,3,3-hexafluoropropan-2-ol), N1(CCNCC1)C(=O)OC(C)(C)C (tert-butyl piperazine-1-carboxylate), CC(C)([O-])C.[Na+] (sodium tert-butoxide), Cl (HCl). The reagents and catalysts are COC(C)(C)C (methyl-t-butylether), CC(C)OC1=C(C(=CC=C1)OC(C)C)C2=CC=CC=C2P(C3CCCCC3)C4CCCCC4 (RuPhos). Run in C1(=CC=CC=C1)C (toluene), O (water), O1CCOCC1 (dioxane), CCOC(=O)C (EtOAc). Run at temperature 65 celsius. The product is Cl.Cl.FC(C(C(F)(F)F)(O)C1=CC=C(C=C1)N1CCNCC1)(F)F (1,1,1,3,3,3-hexafluoro-2-(4-(1-piperazinyl)phenyl)-2-propanol dihydrochloride). As a reaction SMILES: Br[C:2]1[CH:7]=[CH:6][C:5]([C:8]([OH:17])([C:13]([F:16])([F:15])[F:14])[C:9]([F:12])([F:11])[F:10])=[CH:4][CH:3]=1.[N:18]1(C(OC(C)(C)C)=O)[CH2:23][CH2:22][NH:21][CH2:20][CH2:19]1.CC(C)([O-])C.[Na+].[ClH:37]>O.O1CCOCC1.COC(C)(C)C.CC(OC1C=CC=C(OC(C)C)C=1C1C(P(C2CCCCC2)C2CCCCC2)=CC=CC=1)C.CCOC(C)=O.C1(C)C=CC=CC=1>[ClH:37].[ClH:37].[F:10][C:9]([F:12])([F:11])[C:8]([C:5]1[CH:6]=[CH:7][C:2]([N:18]2[CH2:23][CH2:22][NH:21][CH2:20][CH2:19]2)=[CH:3][CH:4]=1)([OH:17])[C:13]([F:16])([F:15])[F:14] |f:2.3,11.12.13|. Reported procedure: A 1-L pressure vessel was charged with 2-(4-bromophenyl)-1,1,1,3,3,3-hexafluoropropan-2-ol (70.8 g, 219 mmol, Bioorg. Med. Chem. Lett. 2002, 12, 3009), tert-butyl piperazine-1-carboxylate (40.0 g, 215 mmol, Sigma-Aldrich, St. Louis, Mo.), 200 mL of toluene, and sodium tert-butoxide (43.3 g, 451 mmol). Nitrogen gas was bubbled through the solution for 5 min then chloro(2-dicyclohexylphosphino-2′,6′-di-1-propoxy-1,1′-biphenyl)[2-(2-aminoethylphenyl)]palladium(II), methyl-t-butylether adduct (RuPho...